Dataset: the Open Reaction Database (ORD), a public repository of structured organic reaction records. Task: describe an organic reaction: reactants, conditions, products, and yield The reactants are COC(=O)C12CN(Cc3ccccc3)CC1C(O)(c1ccccc1C)CCC2c1ccccc1, ClCCl, [Na+], [OH-], O=S(=O)(O)C(F)(F)F. Yields the product COC(=O)C12CN(Cc3ccccc3)CC1=C(c1ccccc1C)CCC2c1ccccc1. As a reaction SMILES: [CH2:9]([c:10]1[cH:11][cH:12][cH:13][cH:14][cH:15]1)[N:16]1[CH2:17][CH:18]2[C:19]([c:35]3[c:36]([CH3:41])[cH:37][cH:38][cH:39][cH:40]3)([OH:42])[CH2:20][CH2:21][CH:22]([c:29]3[cH:30][cH:31][cH:32][cH:33][cH:34]3)[C:23]2([C:25](=[O:26])[O:27][CH3:28])[CH2:24]1.[Cl:45][CH2:46][Cl:47].[Na+:44].[OH-:43].[OH:1][S:2]([C:3]([F:4])([F:5])[F:6])(=[O:7])=[O:8]>>[CH2:9]([c:10]1[cH:11][cH:12][cH:13][cH:14][cH:15]1)[N:16]1[CH2:17][C:18]2=[C:19]([c:35]3[c:36]([CH3:41])[cH:37][cH:38][cH:39][cH:40]3)[CH2:20][CH2:21][CH:22]([c:29]3[cH:30][cH:31][cH:32][cH:33][cH:34]3)[C:23]2([C:25](=[O:26])[O:27][CH3:28])[CH2:24]1. Starting materials: Br.CN(C(CN)=O)N1C(=CC=C1)C(C1=C(C=CC=C1)Cl)=O (1-(N-methyl-aminoacetamido)-2-(2-chlorobenzoyl)pyrrole hydrobromide), C(C)(=O)O (acetic acid). Run in C(C)(C)O (isopropanol). The product is ClC1=C(C=CC=C1)C=1C=2N(N(C(CN1)=O)C)C=CC2 (5-(2-Chlorophenyl)-1-methyl-1H-pyrrolo[1,2-b][1,2,5]triazepin-2(3H)-one). Isolated yield 26.9%. Reaction SMILES: Br.[CH3:2][N:3]([N:8]1[CH:12]=[CH:11][CH:10]=[C:9]1[C:13](=O)[C:14]1[CH:19]=[CH:18][CH:17]=[CH:16][C:15]=1[Cl:20])[C:4](=[O:7])[CH2:5][NH2:6].C(O)(=O)C>C(O)(C)C>[Cl:20][C:15]1[CH:16]=[CH:17][CH:18]=[CH:19][C:14]=1[C:13]1[C:9]2[N:8]([CH:12]=[CH:11][CH:10]=2)[N:3]([CH3:2])[C:4](=[O:7])[CH2:5][N:6]=1 |f:0.1|. Reported procedure: A solution containing 1-(N-methyl-aminoacetamido)-2-(2-chlorobenzoyl)pyrrole hydrobromide (12.6 g, 43.4 mmol) and glacial acetic acid (15 g, 0.25 mol) in 100 ml of isopropanol was refluxed under nitrogen for 12 hours and thereafter evaporated to an oil. This oil was flash chromatographed (silica, 4:1 ethyl acetate-hexane) to give 3.2 g (27%) of crystals, m.p. 132°-134°. This was combined with 0.5 g from an earlier run and recrystallized from acetone to give 3.5 g of crystals, m.p. 132°-133.5°. Reactants: C1=CC=CC=2CN(CC3=C(C21)C=CC=C3)C#N (5,7-dihydro-6H-dibenz[c,e]azepine-6-carbonitrile), [Na] (sodium), C(C)(C)O (isopropanol). Yields the product C1=CC=CC=2CN(CC3=C(C21)C=CC=C3)C(OC(C)C)=N (isopropyl 5,7-dihydro-6H-dibenz[c,e]azepine-6-carboximidate). Reaction SMILES: [CH:1]1[C:11]2[C:10]3[CH:12]=[CH:13][CH:14]=[CH:15][C:9]=3[CH2:8][N:7]([C:16]#[N:17])[CH2:6][C:5]=2[CH:4]=[CH:3][CH:2]=1.[Na].[CH:19]([OH:22])([CH3:21])[CH3:20]>>[CH:1]1[C:11]2[C:10]3[CH:12]=[CH:13][CH:14]=[CH:15][C:9]=3[CH2:8][N:7]([C:16](=[NH:17])[O:22][CH:19]([CH3:21])[CH3:20])[CH2:6][C:5]=2[CH:4]=[CH:3][CH:2]=1 |^1:17|. Reported procedure: starting from 5,7-dihydro-6H-dibenz[c,e]azepine-6-carbonitrile and sodium isopropylate in isopropanol there is obtained isopropyl 5,7-dihydro-6H-dibenz[c,e]azepine-6-carboximidate and therefrom with hydrochloric acid in alcohol there is obtained the hydrochloride, m.p. 158° C. (with decomposition); Reactants: O=C([O-])O, CCOC(=O)Oc1cc([N+](=O)[O-])c(Br)cc1F, CO, [Na+]. Product: O=[N+]([O-])c1cc(O)c(F)cc1Br. As a reaction SMILES: [C:18](=[O:19])([OH:20])[O-:21].[C:1]([O:2][c:3]1[c:4]([F:13])[cH:5][c:6]([Br:12])[c:7]([N+:9](=[O:10])[O-:11])[cH:8]1)(=[O:14])[O:15][CH2:16][CH3:17].[CH3:23][OH:24].[Na+:22]>>[OH:2][c:3]1[c:4]([F:13])[cH:5][c:6]([Br:12])[c:7]([N+:9](=[O:10])[O-:11])[cH:8]1. Reactants: C(C1=CC=CC=C1)OC1=C(C(=O)N2CC3=CC=C(C=C3C2)C=O)C=C(C(=C1)OCC1=CC=CC=C1)C(C)C (2-(2,4-bis-benzyloxy-5-isopropyl-benzoyl)-2,3-dihydro-1H-isoindole-5-carbaldehyde), CN1CCNCC1 (n-methyl piperazine), CC(=O)O (AcOH), [BH-](OC(=O)C)(OC(=O)C)OC(=O)C.[Na+] (NaBH(OAc)3). Run in C(Cl)Cl (CH2Cl2). Run at time 5 hour. The product is C(C1=CC=CC=C1)OC1=C(C=C(C(=C1)OCC1=CC=CC=C1)C(C)C)C(=O)N1CC2=CC=C(C=C2C1)CN1CCN(CC1)C ((2,4-bis-benzyloxy-5-isopropyl-phenyl)-[5-(4-methyl-piperazin-1-ylmethyl)-1,3-dihydro-isoindol-2-yl]-methanone). The yield is 86.1%. RXN SMILES: [CH2:1]([O:8][C:9]1[CH:27]=[C:26]([O:28][CH2:29][C:30]2[CH:35]=[CH:34][CH:33]=[CH:32][CH:31]=2)[C:25]([CH:36]([CH3:38])[CH3:37])=[CH:24][C:10]=1[C:11]([N:13]1[CH2:21][C:20]2[C:15](=[CH:16][CH:17]=[C:18]([CH:22]=O)[CH:19]=2)[CH2:14]1)=[O:12])[C:2]1[CH:7]=[CH:6][CH:5]=[CH:4][CH:3]=1.[CH3:39][N:40]1[CH2:45][CH2:44][NH:43][CH2:42][CH2:41]1.CC(O)=O.[BH-](OC(C)=O)(OC(C)=O)OC(C)=O.[Na+]>C(Cl)Cl>[CH2:1]([O:8][C:9]1[CH:27]=[C:26]([O:28][CH2:29][C:30]2[CH:31]=[CH:32][CH:33]=[CH:34][CH:35]=2)[C:25]([CH:36]([CH3:38])[CH3:37])=[CH:24][C:10]=1[C:11]([N:13]1[CH2:21][C:20]2[C:15](=[CH:16][CH:17]=[C:18]([CH2:22][N:43]3[CH2:44][CH2:45][N:40]([CH3:39])[CH2:41][CH2:42]3)[CH:19]=2)[CH2:14]1)=[O:12])[C:2]1[CH:3]=[CH:4][CH:5]=[CH:6][CH:7]=1 |f:3.4|. Procedure details: To a solution of 2-(2,4-bis-benzyloxy-5-isopropyl-benzoyl)-2,3-dihydro-1H-isoindole-5-carbaldehyde (0.316 g, 0.63 mmol) and n-methyl piperazine (63 mg, 0.63 mmol) in CH2Cl2 (10 ml) was added AcOH (38 mgs 0.63 mmol) and NaBH(OAc)3 (0.28 g, 1.33 mmol), then stirred at ambient for 5 hours. The reaction was quenched with water, layers separated and aqueous washed CH2Cl2. The organics were combined, washed with brine, dried (MgSO4), filtered and evaporated to give 0.32 g of (2,4-bis-benzyloxy-5-isopr... Starting materials: ClC1=CC=C(C(=O)NNC(=O)NCC)C=C1 (1-(4-chlorobenzoyl)-4-ethylsemicarbazide), [OH-].[Na+] (NaOH), Cl (hydrochloric acid). Procedure details: 1-(4-chlorobenzoyl)-4-ethylsemicarbazide (23.7 g, 9.81×10-2 mole) and 1 molar aqueous NaOH (118 ml, 1.18×10-1 mole) were stirred and warmed to reflux. After refluxing 23 hours, heating was discontinued and the reaction was acidified by the dropwise addition of 1 molar aqueous hydrochloric acid (130 ml, 1.30×10-1 mole). A colorless solid formed as the reaction was acidified and, after cooling in an ice bath, this was collected by filtration. Crystallization from isopropanol gave colorless spars: ... As a reaction SMILES: [Cl:1][C:2]1[CH:16]=[CH:15][C:5]([C:6]([NH:8][NH:9][C:10]([NH:12][CH2:13][CH3:14])=[O:11])=O)=[CH:4][CH:3]=1.[OH-].[Na+].Cl>>[Cl:1][C:2]1[CH:16]=[CH:15][C:5]([C:6]2[N:12]([CH2:13][CH3:14])[C:10](=[O:11])[NH:9][N:8]=2)=[CH:4][CH:3]=1 |f:1.2|. Product: ClC1=CC=C(C=C1)C=1N(C(NN1)=O)CC (5-(4-Chlorophenyl)-2,4-dihydro-4-ethyl-3H-1,2,4-triazol-3-one).